From a dataset of the Open Reaction Database (ORD), a public repository of structured organic reaction records. describe an organic reaction: reactants, conditions, products, and yield Starting materials: CC(C)(C)OC(=O)NCCN, O=C([O-])[O-], CS(C)=O, O=[N+]([O-])c1ccc(F)cc1, [K+], [K+], O. Product: CC(C)(C)OC(=O)NCCNc1ccc([N+](=O)[O-])cc1. As a reaction SMILES: [C:1]([CH3:2])([CH3:3])([CH3:4])[O:5][C:6](=[O:7])[NH:8][CH2:9][CH2:10][NH2:11].[C:22](=[O:23])([O-:24])[O-:25].[CH3:28][S:29]([CH3:30])=[O:31].[F:12][c:13]1[cH:14][cH:15][c:16]([N+:19](=[O:20])[O-:21])[cH:17][cH:18]1.[K+:26].[K+:27].[OH2:32]>>[C:1]([CH3:2])([CH3:3])([CH3:4])[O:5][C:6](=[O:7])[NH:8][CH2:9][CH2:10][NH:11][c:13]1[cH:14][cH:15][c:16]([N+:19](=[O:20])[O-:21])[cH:17][cH:18]1. Starting materials: CCOC(=O)c1cc(C(C)NS(=O)C(C)(C)C)ccc1NS(C)(=O)=O, CO. Yields the product CCOC(=O)c1cc(C(C)N)ccc1NS(C)(=O)=O. Reaction SMILES: [C:1]([S:2](=[O:3])[NH:7][CH:8]([CH3:9])[c:10]1[cH:11][cH:12][c:13]([NH:21][S:22](=[O:23])(=[O:24])[CH3:25])[c:14]([C:15](=[O:16])[O:17][CH2:18][CH3:19])[cH:20]1)([CH3:4])([CH3:5])[CH3:6].[CH3:26][OH:27]>>[NH2:7][CH:8]([CH3:9])[c:10]1[cH:11][cH:12][c:13]([NH:21][S:22](=[O:23])(=[O:24])[CH3:25])[c:14]([C:15](=[O:16])[O:17][CH2:18][CH3:19])[cH:20]1. The reactants are C(CCC)OC1=C(N(C(C2=CC=C(C=C12)C(=O)OC)=O)CC1CC1)CNC(=O)OC(C)(C)C (methyl 4-butoxy-3-[[(tert-butoxycarbonyl)amino]methyl]-2-cyclopropylmethyl-1-oxo-1,2-dihydro-6-isoquinolinecarboxylate), [OH-].[Na+] (sodium hydroxide), Cl (hydrochloric acid), O (water). The solvent is O1CCCC1 (tetrahydrofuran), CO (methanol). Conditions: time 2 hour. Yields the product C(CCC)OC1=C(N(C(C2=CC=C(C=C12)C(=O)O)=O)CC1CC1)CNC(=O)OC(C)(C)C (4-butoxy-3-[[(tert-butoxycarbonyl)amino]methyl]-2-cyclopropylmethyl-1-oxo-1,2-dihydro-6-isoquinolinecarboxylic acid). Isolated yield 90.7%. As a reaction SMILES: [CH2:1]([O:5][C:6]1[C:15]2[C:10](=[CH:11][CH:12]=[C:13]([C:16]([O:18]C)=[O:17])[CH:14]=2)[C:9](=[O:20])[N:8]([CH2:21][CH:22]2[CH2:24][CH2:23]2)[C:7]=1[CH2:25][NH:26][C:27]([O:29][C:30]([CH3:33])([CH3:32])[CH3:31])=[O:28])[CH2:2][CH2:3][CH3:4].[OH-].[Na+].O.Cl>O1CCCC1.CO>[CH2:1]([O:5][C:6]1[C:15]2[C:10](=[CH:11][CH:12]=[C:13]([C:16]([OH:18])=[O:17])[CH:14]=2)[C:9](=[O:20])[N:8]([CH2:21][CH:22]2[CH2:24][CH2:23]2)[C:7]=1[CH2:25][NH:26][C:27]([O:29][C:30]([CH3:31])([CH3:33])[CH3:32])=[O:28])[CH2:2][CH2:3][CH3:4] |f:1.2|. Procedure details: To a solution of methyl 4-butoxy-3-[[(tert-butoxycarbonyl)amino]methyl]-2-cyclopropylmethyl-1-oxo-1,2-dihydro-6-isoquinolinecarboxylate (2.98 g, 6.5 mmol) in tetrahydrofuran (10 mL) and methanol (10 mL) was added 1N sodium hydroxide (10 mL). The obtained mixture was stirred at room temperature for 2 h. The reaction mixture was poured into water, acidified with 1N hydrochloric acid and extracted with ethyl acetate. The extract was washed with brine, dried over anhydrous magnesium sulfate and conc... Reactants: [OH-].[Na+] (NaOH), OO (H2O2), C(C=C)[C@]1(NC(N(CC1)[C@@H](C)C1=CC=C(C=C1)C1=C(C=C(C=C1)F)F)=O)C1=CC=C(C=C1)F ((R)-4-allyl-1-((S)-1-(2′,4′-difluorobiphenyl-4-yl)ethyl)-4-(4-fluorophenyl)tetrahydropyrimidin-2(1H)-one). The solvent is C1CCOC1 (THF), C1CCOC1 (THF). Run at time 2 hour. Yields the product FC1=C(C=CC(=C1)F)C1=CC=C(C=C1)[C@H](C)N1C(N[C@@](CC1)(CCCO)C1=CC=C(C=C1)F)=O ((R)-1-((S)-1-(2′,4′-difluorobiphenyl-4-yl)ethyl)-4-(4-fluorophenyl)-4-(3-hydroxypropyl)tetrahydropyrimidin-2(1H)-one). Yield: 18.6%. RXN SMILES: [CH2:1]([C@:4]1([C:27]2[CH:32]=[CH:31][C:30]([F:33])=[CH:29][CH:28]=2)[CH2:9][CH2:8][N:7]([C@H:10]([C:12]2[CH:17]=[CH:16][C:15]([C:18]3[CH:23]=[CH:22][C:21]([F:24])=[CH:20][C:19]=3[F:25])=[CH:14][CH:13]=2)[CH3:11])[C:6](=[O:26])[NH:5]1)[CH:2]=[CH2:3].[OH-:34].[Na+].OO>C1COCC1>[F:25][C:19]1[CH:20]=[C:21]([F:24])[CH:22]=[CH:23][C:18]=1[C:15]1[CH:14]=[CH:13][C:12]([C@@H:10]([N:7]2[CH2:8][CH2:9][C@@:4]([C:27]3[CH:32]=[CH:31][C:30]([F:33])=[CH:29][CH:28]=3)([CH2:1][CH2:2][CH2:3][OH:34])[NH:5][C:6]2=[O:26])[CH3:11])=[CH:17][CH:16]=1 |f:1.2|. Procedure details: To a solution of (R)-4-allyl-1-((S)-1-(2′,4′-difluorobiphenyl-4-yl)ethyl)-4-(4-fluorophenyl)tetrahydropyrimidin-2(1H)-one (42 mg, 0.092 mmol) in THF (10 mL) was added 1M BH3 in THF (1.5 mL, 1.5 mmol) at 0° C. under nitrogen. The mixture was stirred for 2 h. The reaction was quenched by water. 3 M aq NaOH (0.3 mL, 3 mmol) and H2O2 (3 mL) were added. The resulting mixture was stirred for 1.5 h. The mixture was extracted with EtOAc and the combined organic phase was concentrated to give the crude p... The reactants are Cl (hydrochloric acid), O (water), C(C)[C@]12[C@](CC[C@H]2[C@H]2[C@H](CC1)C=1CC=C(CC1C(C2)C)OC)(O)C#C (13-ethyl-3-methoxy-17α-ethynyl-17-hydroxy-6-methylgona-2,5(10)-diene). Solvent: CO (methanol). Product: C(C)[C@]12[C@](CC[C@H]2[C@H]2[C@H](CC1)[C@H]1CCC(C=C1[C@H](C2)C)=O)(O)C#C (13-Ethyl-17α-ethynyl-17-hydroxy-6α-methylgon-4-en-3-one). Isolated yield 17.9%. As a reaction SMILES: [CH2:1]([C@:3]12[CH2:11][CH2:10][C@@H:9]3[C:12]4[CH2:13][CH:14]=[C:15]([O:21]C)[CH2:16][C:17]=4[CH:18]([CH3:20])[CH2:19][C@H:8]3[C@@H:7]1[CH2:6][CH2:5][C@:4]2([C:24]#[CH:25])[OH:23])[CH3:2].Cl.O>CO>[CH2:1]([C@:3]12[CH2:11][CH2:10][C@@H:9]3[C@@H:12]4[C:17]([C@@H:18]([CH3:20])[CH2:19][C@H:8]3[C@@H:7]1[CH2:6][CH2:5][C@:4]2([C:24]#[CH:25])[OH:23])=[CH:16][C:15](=[O:21])[CH2:14][CH2:13]4)[CH3:2]. Procedure: Stir dl-13-ethyl-3-methoxy-17α-ethynyl-17-hydroxy-6-methylgona-2,5(10)-diene (3.5 g) in methanol (90 cc) containing hydrochloric acid (60 cc) and water (4.0 ml) under nitrogen for one hour. Isolate the crude product, chromatograph on Florex (150 g) and recrystallize from ethyl acetate-hexane to obtain the title compound (0.60 g), m.p. 148°-151°, λ max. CHCl3 2.55 μ, 3.05 μ, 6.01 μ; λ max. EtOH 240 mμ (ε15,000). The reactants are C(C)(C)N1C=C2C[C@H]3N(C[C@@H](C[C@@H]3C=3C=CC=C1C32)C(=O)OC)C#N (methyl 1-isopropyl-6-cyanoergoline-8β-carboxylate), O (water), [OH-].[Na+] (NaOH), C(CO)O (ethylene glycol). Solvent: C(C)(=O)O (acetic acid). Product: C(C)(C)N1C=C2C[C@H]3NC[C@@H](C[C@@H]3C=3C=CC=C1C32)C(=O)O (1-Isopropylergoline-8β-carboxylic acid). RXN SMILES: [CH:1]([N:4]1[C:18]2[C:19]3[C:6]([CH2:7][C@@H:8]4[C@@H:13]([C:14]=3[CH:15]=[CH:16][CH:17]=2)[CH2:12][C@@H:11]([C:20]([O:22]C)=[O:21])[CH2:10][N:9]4C#N)=[CH:5]1)([CH3:3])[CH3:2].[OH-].[Na+].C(O)CO.O>C(O)(=O)C>[CH:1]([N:4]1[C:18]2[C:19]3[C:6]([CH2:7][C@@H:8]4[C@@H:13]([C:14]=3[CH:15]=[CH:16][CH:17]=2)[CH2:12][C@@H:11]([C:20]([OH:22])=[O:21])[CH2:10][NH:9]4)=[CH:5]1)([CH3:3])[CH3:2] |f:1.2|. Reported procedure: A reaction mixture was prepared by combining 25 g of methyl 1-isopropyl-6-cyanoergoline-8β-carboxylate. 8.89 NaOH pellets and 250 ml of ethylene glycol. The reaction mixture was heated in the range 130°-40° C. for about 3 hours. 750 ml of water were added. The pH of the resulting solution was adjusted to about 5 with glacial acetic acid (30 mls.). Crystals began to form and the solution was chilled overnight. The crystals were separated by filtration and the filter cake washed with water; yield ...